This data is from the Open Reaction Database (ORD), a public repository of structured organic reaction records. The task is: describe an organic reaction: reactants, conditions, products, and yield Reactants: COC(=O)c1c(C)cccc1C, Clc1ccccc1, CC(C)(C#N)N=NC(C)(C)C#N, [Na+], O=C([O-])O, O=S(=O)(Cl)Cl. The product is COC(=O)c1c(C)cccc1CCl. RXN SMILES: [CH3:1][c:2]1[c:3]([C:4](=[O:5])[O:6][CH3:7])[c:8]([CH3:12])[cH:9][cH:10][cH:11]1.[Cl:35][c:36]1[cH:37][cH:38][cH:39][cH:40][cH:41]1.[N:18]#[C:19][C:20]([N:21]=[N:22][C:23]([C:24]#[N:25])([CH3:26])[CH3:27])([CH3:28])[CH3:29].[Na+:34].[O-:30][C:31]([OH:32])=[O:33].[S:13]([Cl:14])(=[O:15])([Cl:16])=[O:17]>>[CH2:1]([c:2]1[c:3]([C:4](=[O:5])[O:6][CH3:7])[c:8]([CH3:12])[cH:9][cH:10][cH:11]1)[Cl:16]. The reactants are Cc1cc(NC(=O)CCN2CCC(OC(=O)Nc3ccccc3-c3ccccc3)CC2)c(C)cc1C=NCC(O[Si](C)(C)C(C)(C)C)c1ccc(O)c(NC=O)c1, CC1CCCO1. Yields the product Cc1cc(NC(=O)CCN2CCC(OC(=O)Nc3ccccc3-c3ccccc3)CC2)c(C)cc1CNCC(O[Si](C)(C)C(C)(C)C)c1ccc(O)c(NC=O)c1. Reaction SMILES: [C:1]([CH3:2])([CH3:3])([CH3:4])[Si:5]([O:6][CH:7]([CH2:8][N:9]=[CH:10][c:11]1[cH:12][c:13]([CH3:45])[c:14]([NH:18][C:19](=[O:20])[CH2:21][CH2:22][N:23]2[CH2:24][CH2:25][CH:26]([O:29][C:30]([NH:31][c:32]3[c:33](-[c:38]4[cH:39][cH:40][cH:41][cH:42][cH:43]4)[cH:34][cH:35][cH:36][cH:37]3)=[O:44])[CH2:27][CH2:28]2)[cH:15][c:16]1[CH3:17])[c:46]1[cH:47][c:48]([NH:53][CH:54]=[O:55])[c:49]([OH:52])[cH:50][cH:51]1)([CH3:56])[CH3:57].[CH3:58][CH:59]1[CH2:60][CH2:61][CH2:62][O:63]1>>[C:1]([CH3:2])([CH3:3])([CH3:4])[Si:5]([O:6][CH:7]([CH2:8][NH:9][CH2:10][c:11]1[cH:12][c:13]([CH3:45])[c:14]([NH:18][C:19](=[O:20])[CH2:21][CH2:22][N:23]2[CH2:24][CH2:25][CH:26]([O:29][C:30]([NH:31][c:32]3[c:33](-[c:38]4[cH:39][cH:40][cH:41][cH:42][cH:43]4)[cH:34][cH:35][cH:36][cH:37]3)=[O:44])[CH2:27][CH2:28]2)[cH:15][c:16]1[CH3:17])[c:46]1[cH:47][c:48]([NH:53][CH:54]=[O:55])[c:49]([OH:52])[cH:50][cH:51]1)([CH3:56])[CH3:57]. The reactants are [NH4+].[OH-] (NH4OH), C(C)(=O)C=1C=C(C=CC1)NC(C(F)(F)F)=O (3-acetyl-trifluoroacetylaminobenzene), ice water, [N+](=O)(O)[O-] (nitric acid). Solvent: OS(=O)(=O)O (H2SO4). Run at time 30 minute. The product is C(C)(=O)C=1C=C(C=CC1[N+](=O)[O-])N (3-acetyl-4-nitro-aminobenzene). Isolated yield 54.0%. As a reaction SMILES: [C:1]([C:4]1[CH:5]=[C:6]([NH:10]C(=O)C(F)(F)F)[CH:7]=[CH:8][CH:9]=1)(=[O:3])[CH3:2].[N+:17]([O-])([OH:19])=[O:18].[NH4+].[OH-]>OS(O)(=O)=O>[C:1]([C:4]1[CH:5]=[C:6]([NH2:10])[CH:7]=[CH:8][C:9]=1[N+:17]([O-:19])=[O:18])(=[O:3])[CH3:2] |f:2.3|. Reported procedure: 10 mmol of 3-acetyl-trifluoroacetylaminobenzene as a starting material was slowly added dropwise to 20 mL of concentrated H2SO4 at −20° C. and the reaction mixture was stirred 30 minutes. Then, nitric acid was slowly added dropwise thereto over 10 minutes. The reaction mixture was continuously stirred for 2 hours. When the reaction was completed, ice water was poured into the reaction mixture. The reaction mixture was extracted twice with 50 mL of ethyl acetate. The organic layer was washed with... The product is BrC1=CC=C(OCC(C)(O)C)C=C1 (1-(4-bromophenoxy)-2-methylpropan-2-ol). Run at temperature 140 celsius, time 48 hour. Reported procedure: To a solution of 1-chloro-2-methylpropan-2-ol (434.4 mg, 4 mmol) in DMF (10 mL) was added K2CO3 (552 mg, 4 mmol) and 4-bromophenol (346 mg, 2 mmol), the reaction was stirred at 140° C. for 48 hours. About of 10% 4-bromophenol was remained and the reaction was poured into 30 mL of water, extracted with EA (20 mL×3), washed with 30 mL of water and brine, concentrated and purified on TLC (EA:PE=1:3) to give yellow solid. MS (m/z): 196 (M−50)+ Starting materials: ClCC(C)(O)C (1-chloro-2-methylpropan-2-ol), C(=O)([O-])[O-].[K+].[K+] (K2CO3), BrC1=CC=C(C=C1)O (4-bromophenol), BrC1=CC=C(C=C1)O (4-bromophenol), O (water). Run in CN(C)C=O (DMF). Reaction SMILES: Cl[CH2:2][C:3]([CH3:6])([OH:5])[CH3:4].C([O-])([O-])=O.[K+].[K+].[Br:13][C:14]1[CH:19]=[CH:18][C:17]([OH:20])=[CH:16][CH:15]=1.O>CN(C=O)C>[Br:13][C:14]1[CH:19]=[CH:18][C:17]([O:20][CH2:2][C:3]([CH3:6])([OH:5])[CH3:4])=[CH:16][CH:15]=1 |f:1.2.3|. Starting materials: Oc1ccc(Br)cc1, CC(=O)[O-], ClCCl, O=[N+]([O-])c1ccccc1B(O)O. RXN SMILES: [Br:1][c:2]1[cH:3][cH:4][c:5]([OH:8])[cH:6][cH:7]1.[CH3:21][C:22](=[O:23])[O-:24].[Cl:25][CH2:26][Cl:27].[N+:9](=[O:10])([O-:11])[c:12]1[c:13]([B:18]([OH:19])[OH:20])[cH:14][cH:15][cH:16][cH:17]1>>[Br:1][c:2]1[cH:3][cH:4][c:5]([O:8][c:13]2[c:12]([N+:9](=[O:10])[O-:11])[cH:17][cH:16][cH:15][cH:14]2)[cH:6][cH:7]1. The product is O=[N+]([O-])c1ccccc1Oc1ccc(Br)cc1. The reactants are Cl.ClC=1N=C(NC1CC)C(=O)N[C@@H]1[C@@H](CNCC1)OCC (cis(±)-4-Chloro-N-(3-ethoxypiperidin-4-yl)-5-ethyl-1H-imidazole-2-carboxamide hydrochloride), C(C1=CC=CC=C1)(=O)C(=O)O (benzoylformic acid). Run in CN(C)C=O (DMF). The product is ClC=1N=C(NC1CC)C(=O)N[C@@H]1[C@@H](CN(CC1)C(C(C1=CC=CC=C1)=O)=O)OCC (cis(±)-4-Chloro-N-{3-ethoxy-1-[oxo(phenyl)acetyl]piperidin-4-yl}-5-ethyl-1H-imidazole-2-carboxamide). Yield: 67.0%. As a reaction SMILES: Cl.[Cl:2][C:3]1[N:4]=[C:5]([C:10]([NH:12][C@H:13]2[CH2:18][CH2:17][NH:16][CH2:15][C@H:14]2[O:19][CH2:20][CH3:21])=[O:11])[NH:6][C:7]=1[CH2:8][CH3:9].[C:22]([C:30](O)=[O:31])(=[O:29])[C:23]1[CH:28]=[CH:27][CH:26]=[CH:25][CH:24]=1>CN(C=O)C>[Cl:2][C:3]1[N:4]=[C:5]([C:10]([NH:12][C@H:13]2[CH2:18][CH2:17][N:16]([C:30](=[O:31])[C:22](=[O:29])[C:23]3[CH:28]=[CH:27][CH:26]=[CH:25][CH:24]=3)[CH2:15][C@H:14]2[O:19][CH2:20][CH3:21])=[O:11])[NH:6][C:7]=1[CH2:8][CH3:9] |f:0.1|. Procedure details: cis(±)-4-Chloro-N-(3-ethoxypiperidin-4-yl)-5-ethyl-1H-imidazole-2-carboxamide hydrochloride obtained in Example (131a) (100 mg, 0.297 mmol) and benzoylformic acid (45 mg, 0.30 mmol) were suspended in DMF (3 mL). The suspension was subjected to the same operation as in Example (138a) to obtain 86.2 mg of the title compound as a colorless amorphous solid (67%).